Task: describe an organic reaction: reactants, conditions, products, and yield. Dataset: the Open Reaction Database (ORD), a public repository of structured organic reaction records Starting materials: C1(CCCCC1)C1=CC(=C(C=C1)CCCC(=O)O)OC (4-(4-cyclohexyl-2-methoxyphenyl)-butyric acid), CO (methanol), Cl (HCl). Reaction conditions: time 48 hour. The product is COC(CCCC1=C(C=C(C(=C1)Cl)C1CCCCC1)OC)=O (4-(5-Chloro-4-cyclohexyl-2-methoxyphenyl)-butyric acid methylester). Reaction SMILES: [CH:1]1([C:7]2[CH:12]=[CH:11][C:10]([CH2:13][CH2:14][CH2:15][C:16]([OH:18])=[O:17])=[C:9]([O:19][CH3:20])[CH:8]=2)[CH2:6][CH2:5][CH2:4][CH2:3][CH2:2]1.[ClH:21].[CH3:22]O>>[CH3:22][O:17][C:16](=[O:18])[CH2:15][CH2:14][CH2:13][C:10]1[CH:11]=[C:12]([Cl:21])[C:7]([CH:1]2[CH2:2][CH2:3][CH2:4][CH2:5][CH2:6]2)=[CH:8][C:9]=1[O:19][CH3:20]. Reported procedure: 7.8 g of 4-(4-cyclohexyl-2-methoxyphenyl)-butyric acid are dissolved in 700 ml of anhydrous methanol and saturated whilst cooling with HCl gas. After 48 hours and with the exclusion of moisture, the mixture is evaporated under vacuum and the residue dissolved in 400 ml of methylene chloride. 2.4 ml of sulphuryl chloride and 500 ml of silica gel are added whilst cooling and stirring. After stirring for 18 hours at 20°, the mixture is filtered and the residue is concentrated until dry.